This data is from the Open Reaction Database (ORD), a public repository of structured organic reaction records. The task is: describe an organic reaction: reactants, conditions, products, and yield The reactants are C(C)OC1=C(C=2C3(C(=NC2C=C1C)C1=CC=CC=C1C3)C)C (9b,10-dihydro-8-ethoxy-7,9,9b-trimethylindeno[1,2-b]indole), O1CCCC1 (tetrahydrofuran). Solvent: C[Li] (methyllithium), CCOCC (ether). Conditions: time 1 hour. The product is C(C)OC1=C(C=2[C@@]3([C@](NC2C=C1C)(C1=CC=CC=C1C3)C)C)C (cis-4b,5,9b,10-tetrahydro-8-ethoxy4b,7,9,9b-tetramethylindeno[1,2-b]indole). Yield: 96.0%. As a reaction SMILES: [CH2:1]([O:3][C:4]1[C:12]([CH3:13])=[CH:11][C:10]2[N:9]=[C:8]3[C:14]4[C:19]([CH2:20][C:7]3([CH3:21])[C:6]=2[C:5]=1[CH3:22])=[CH:18][CH:17]=[CH:16][CH:15]=4)[CH3:2].O1CCC[CH2:24]1>C[Li].CCOCC>[CH2:1]([O:3][C:4]1[C:12]([CH3:13])=[CH:11][C:10]2[NH:9][C@:8]3([CH3:24])[C:14]4[C:19]([CH2:20][C@:7]3([CH3:21])[C:6]=2[C:5]=1[CH3:22])=[CH:18][CH:17]=[CH:16][CH:15]=4)[CH3:2]. Reported procedure: To a cold (-78° C.) solution of 2.0 g (0.0063 mol) of 9b,10-dihydro-8-ethoxy-7,9,9b-trimethylindeno[1,2-b]indole in 20 ml of dry tetrahydrofuran, 10 ml of methyllithium (1.6N) in ether was added dropwise with stirring and under argon. After the addition was complete the stirring was continued for 1 hour at -20° C. and then for 1 hour at room temperature. The reaction mixture was quenched by addition of 20 ml of saturated ammonium chloride solution. After addition of 100 ml of ether the organic p... The reactants are O=C(Cl)c1nc(C2CC2)cs1, COc1ccc(C(C)=O)c(N)c1Cl, C1COCCO1, O. The product is COc1ccc(C(C)=O)c(NC(=O)c2nc(C3CC3)cs2)c1Cl. Reaction SMILES: [CH:1]1([c:4]2[n:5][c:6]([C:9](=[O:10])[Cl:11])[s:7][cH:8]2)[CH2:2][CH2:3]1.[NH2:12][c:13]1[c:14]([C:22]([CH3:23])=[O:24])[cH:15][cH:16][c:17]([O:20][CH3:21])[c:18]1[Cl:19].[O:26]1[CH2:27][CH2:28][O:29][CH2:30][CH2:31]1.[OH2:25]>>[CH:1]1([c:4]2[n:5][c:6]([C:9](=[O:10])[NH:12][c:13]3[c:14]([C:22]([CH3:23])=[O:24])[cH:15][cH:16][c:17]([O:20][CH3:21])[c:18]3[Cl:19])[s:7][cH:8]2)[CH2:2][CH2:3]1.